Dataset: the Open Reaction Database (ORD), a public repository of structured organic reaction records. Task: describe an organic reaction: reactants, conditions, products, and yield Product: COC(=O)C=1SC(=CC1N)C1=CC(=CC=C1)Cl (3-Amino-5-(3-chloro-phenyl)-thiophene-2-carboxylic acid methyl ester). Starting materials: C(CS)(=O)OC (methyl thioglycolate), C[O-].[Na+] (NaOMe), ClC(=CC#N)C1=CC(=CC=C1)Cl (3-Chloro-3-(3-chloro-phenyl)-acrylonitrile). Conditions: time 30 minute. Run in CO (methanol). Procedure: Sodium pellets were slowly added to methanol solution to form NaOMe in situ, then methyl thioglycolate was added over a period of 20 minutes to the methanol solution. A solution of 3-Chloro-3-(3-chloro-phenyl)-acrylonitrile in methanol was added slowly and was brought to reflux for 1 hour. The reaction mixture was cooled to room temperature and methanol was concentrated to 100 mL and 200 mL of water was added, stirred for 30 minutes and the yellow precipitate was collected and washed with water ... RXN SMILES: [C:1]([O:5][CH3:6])(=[O:4])[CH2:2][SH:3].C[O-].[Na+].Cl[C:11]([C:15]1[CH:20]=[CH:19][CH:18]=[C:17]([Cl:21])[CH:16]=1)=[CH:12][C:13]#[N:14]>CO>[CH3:6][O:5][C:1]([C:2]1[S:3][C:11]([C:15]2[CH:20]=[CH:19][CH:18]=[C:17]([Cl:21])[CH:16]=2)=[CH:12][C:13]=1[NH2:14])=[O:4] |f:1.2|. Starting materials: CC#N, CCN(C(C)C)C(C)C, N#Cc1cc(Cl)ccc1F, CC(Nc1ncnc2c1CNCC2)c1ccc(C(F)(F)F)nc1. Product: CC(Nc1ncnc2c1CN(c1ccc(Cl)cc1C#N)CC2)c1ccc(C(F)(F)F)nc1. As a reaction SMILES: [CH3:43][C:44]#[N:45].[CH:34]([N:35]([CH2:36][CH3:37])[CH:38]([CH3:39])[CH3:40])([CH3:41])[CH3:42].[Cl:24][c:25]1[cH:26][cH:27][c:28]([F:33])[c:29]([C:30]#[N:31])[cH:32]1.[F:1][C:2]([c:3]1[cH:4][cH:5][c:6]([CH:9]([CH3:10])[NH:11][c:12]2[c:13]3[c:14]([n:15][cH:16][n:17]2)[CH2:18][CH2:19][NH:20][CH2:21]3)[cH:7][n:8]1)([F:22])[F:23]>>[F:1][C:2]([c:3]1[cH:4][cH:5][c:6]([CH:9]([CH3:10])[NH:11][c:12]2[c:13]3[c:14]([n:15][cH:16][n:17]2)[CH2:18][CH2:19][N:20]([c:28]2[cH:27][cH:26][c:25]([Cl:24])[cH:32][c:29]2[C:30]#[N:31])[CH2:21]3)[cH:7][n:8]1)([F:22])[F:23]. The reactants are CCCC(=O)O, [Cl-], O=C1Cc2ccccc2N1. The product is CCCC(=O)c1ccc2c(c1)CC(=O)N2. RXN SMILES: [C:12]([CH2:13][CH2:14][CH3:15])(=[O:16])[OH:17].[Cl-:11].[NH:1]1[C:2](=[O:10])[CH2:3][c:4]2[cH:5][cH:6][cH:7][cH:8][c:9]21>>[NH:1]1[C:2](=[O:10])[CH2:3][c:4]2[cH:5][c:6]([C:12]([CH2:13][CH2:14][CH3:15])=[O:16])[cH:7][cH:8][c:9]21. Starting materials: C(C)(C)(C)OC(=O)N1[C@@H](CC(C1)=CCl)C(=O)O ((2S,4EZ)-1-(tert-butoxycarbonyl)-4-(chloromethylene)-2-pyrrolidinecarboxylic acid), O(C1=CC=CC=C1)CC(=O)Cl (phenoxyacetyl chloride), C1(=CC=CC2=CC=CC=C12)CN (1-naphthylmethylamine). The product is ClC=C1C[C@H](N(C1)C(COC1=CC=CC=C1)=O)C(=O)NCC1=CC=CC2=CC=CC=C12 ((2S,4EZ)-4-(chloromethylene)-N-(1-naphthylmethyl)-1-(phenoxyacetyl)-2-pyrrolidine-carboxamide). Reaction SMILES: C(O[C:6]([N:8]1[CH2:12][C:11](=[CH:13][Cl:14])[CH2:10][C@H:9]1[C:15]([OH:17])=O)=[O:7])(C)(C)C.[O:18]([CH2:25]C(Cl)=O)[C:19]1[CH:24]=[CH:23][CH:22]=[CH:21][CH:20]=1.[C:29]1([CH2:39][NH2:40])[C:38]2[C:33](=[CH:34][CH:35]=[CH:36][CH:37]=2)[CH:32]=[CH:31][CH:30]=1>>[Cl:14][CH:13]=[C:11]1[CH2:12][N:8]([C:6](=[O:7])[CH2:25][O:18][C:19]2[CH:20]=[CH:21][CH:22]=[CH:23][CH:24]=2)[C@H:9]([C:15]([NH:40][CH2:39][C:29]2[C:38]3[C:33](=[CH:34][CH:35]=[CH:36][CH:37]=3)[CH:32]=[CH:31][CH:30]=2)=[O:17])[CH2:10]1. Procedure details: Following the general method as outlined in Example 22, starting from (2S,4EZ)-1-(tert-butoxycarbonyl)-4-(chloromethylene)-2-pyrrolidinecarboxylic acid, phenoxyacetyl chloride, and 1-naphthylmethylamine the title compound was obtained in 75% purity by LC/MS. MS(ESI+): m/z=435.6. Procedure: 2-(E-2-Carboxymethylethenyl)-3-dodecyloxy-6-methylpyridine (2.15 g, 5.95 mmol) was dissolved in dry CH2Cl2 (20 mL) and cooled to 0∞C.; 85% m-chloroperoxybenzoic acid (1.45 g, 7.14 mmol) was added and the reaction was stirred at 0∞C. for 30 minutes and at room temperature for 16 hours. The reaction solution was poured into saturated aqueous NaHCO3 (20 mL). The aqueous phase was extracted with CH2Cl2 (3×20 mL) and the combined CH2Cl2 extracts were washed with H2O (20 mL) and brine and dried (MgSO4... Run in C(Cl)Cl (CH2Cl2). The reactants are ClC=1C=C(C(=O)OO)C=CC1 (m-chloroperoxybenzoic acid), C(=O)(O)C/C=C/C1=NC(=CC=C1OCCCCCCCCCCCC)C (2-(E-2-Carboxymethylethenyl)-3-dodecyloxy-6-methylpyridine), C(=O)(O)[O-].[Na+] (NaHCO3). Yields the product C(=O)(O)C/C=C/C1=[N+](C(=CC=C1OCCCCCCCCCCCC)C)[O-] (2-(E-2-Carboxymethylethenyl)-3-dodecyloxy-6-methylpyridine N-oxide). Reaction conditions: time 30 minute. Reaction SMILES: [C:1]([CH2:4]/[CH:5]=[CH:6]/[C:7]1[C:12]([O:13][CH2:14][CH2:15][CH2:16][CH2:17][CH2:18][CH2:19][CH2:20][CH2:21][CH2:22][CH2:23][CH2:24][CH3:25])=[CH:11][CH:10]=[C:9]([CH3:26])[N:8]=1)([OH:3])=[O:2].ClC1C=C(C=CC=1)C(OO)=[O:32].C([O-])(O)=O.[Na+]>C(Cl)Cl>[C:1]([CH2:4]/[CH:5]=[CH:6]/[C:7]1[C:12]([O:13][CH2:14][CH2:15][CH2:16][CH2:17][CH2:18][CH2:19][CH2:20][CH2:21][CH2:22][CH2:23][CH2:24][CH3:25])=[CH:11][CH:10]=[C:9]([CH3:26])[N+:8]=1[O-:32])([OH:3])=[O:2] |f:2.3|. The reactants are C(C)(=O)C(C(CC#N)C)C1=CC=NC=C1 (4-acetyl-3-methyl-4-(4-pyridinyl)butanenitrile), C(C)O (ethanol). Run at time 1 hour. Yields the product CC1CC(NC(=C1C1=CC=NC=C1)C)=O (3,4-dihydro-4,6-dimethyl-5-(4-pyridinyl)-2(1H)-pyridinone). RXN SMILES: [C:1]([CH:4]([C:10]1[CH:15]=[CH:14][N:13]=[CH:12][CH:11]=1)[CH:5]([CH3:9])[CH2:6][C:7]#[N:8])(=O)[CH3:2].C([OH:18])C>>[CH3:9][CH:5]1[C:4]([C:10]2[CH:15]=[CH:14][N:13]=[CH:12][CH:11]=2)=[C:1]([CH3:2])[NH:8][C:7](=[O:18])[CH2:6]1. Procedure details: The same compound was prepared by the following procedure: Into a solution containing 81 g of 4-acetyl-3-methyl-4-(4-pyridinyl)butanenitrile dissolved in 250 ml of absolute ethanol was bubbled hydrogen chloride gas at ambient temperature with no cooling. After about 1 hour, a white solid began to crystallize. The reaction vessel was then stoppered and allowed to stand overnight at room temperature. The reaction mixture was evaporated to dryness in vacuo and the residue was dissolved in a small a... The reactants are COC(C)(C)C, CCc1oc(-c2ccc(C(F)(F)F)cc2)nc1CI, [H-], [Na+], O, CC(C)(C)OC(=O)C(C)(C)OCC1CCCC(CO)C1. Yields the product CCc1oc(-c2ccc(C(F)(F)F)cc2)nc1COCC1CCCC(COC(C)(C)C(=O)OC(C)(C)C)C1. Reaction SMILES: [C:43]([O:44][CH3:45])([CH3:46])([CH3:47])[CH3:48].[CH2:23]([CH3:24])[c:25]1[c:26]([CH2:40][I:41])[n:27][c:28](-[c:30]2[cH:31][cH:32][c:33]([C:36]([F:37])([F:38])[F:39])[cH:34][cH:35]2)[o:29]1.[H-:21].[Na+:22].[OH2:42].[OH:1][CH2:2][CH:3]1[CH2:4][CH:5]([CH2:9][O:10][C:11]([C:12](=[O:13])[O:14][C:15]([CH3:16])([CH3:17])[CH3:18])([CH3:19])[CH3:20])[CH2:6][CH2:7][CH2:8]1>>[O:1]([CH2:2][CH:3]1[CH2:4][CH:5]([CH2:9][O:10][C:11]([C:12](=[O:13])[O:14][C:15]([CH3:16])([CH3:17])[CH3:18])([CH3:19])[CH3:20])[CH2:6][CH2:7][CH2:8]1)[CH2:40][c:26]1[c:25]([CH2:23][CH3:24])[o:29][c:28](-[c:30]2[cH:31][cH:32][c:33]([C:36]([F:37])([F:38])[F:39])[cH:34][cH:35]2)[n:27]1.